Task: describe an organic reaction: reactants, conditions, products, and yield. Dataset: the Open Reaction Database (ORD), a public repository of structured organic reaction records Reaction SMILES: [F:1][C:2]([F:13])([F:12])[O:3][C:4]1[CH:11]=[CH:10][CH:9]=[CH:8][C:5]=1[CH2:6]Br.[OH:14][C:15]1[CH:19]=[C:18]([N:20]2[C:24]3[CH:25]=[N:26][CH:27]=[CH:28][C:23]=3[N:22]=[CH:21]2)[S:17][C:16]=1[C:29]([O:31][CH3:32])=[O:30].C(=O)([O-])[O-].[K+].[K+]>CN(C=O)C>[N:22]1[C:23]2[CH:28]=[CH:27][N:26]=[CH:25][C:24]=2[N:20]([C:18]2[S:17][C:16]([C:29]([O:31][CH3:32])=[O:30])=[C:15]([O:14][CH2:6][C:5]3[CH:8]=[CH:9][CH:10]=[CH:11][C:4]=3[O:3][C:2]([F:13])([F:12])[F:1])[CH:19]=2)[CH:21]=1 |f:2.3.4|. Run in CN(C)C=O (DMF). Starting materials: Ice water, FC(OC1=C(CBr)C=CC=C1)(F)F (2-(trifluoromethoxy)benzyl bromide), OC1=C(SC(=C1)N1C=NC2=C1C=NC=C2)C(=O)OC (methyl 3-hydroxy-5-(3H-imidazo[4,5-c]pyridin-3-yl)thiophene-2-carboxylate), C([O-])([O-])=O.[K+].[K+] (potassium carbonate). Reported procedure: 110 mg of 2-(trifluoromethoxy)benzyl bromide is added to a mixture of 100 mg of methyl 3-hydroxy-5-(3H-imidazo[4,5-c]pyridin-3-yl)thiophene-2-carboxylate and 59.7 mg of potassium carbonate in 3 ml anhydrous DMF. The mixture is stirred for 14 h at room temperature. Ice water is added and the organic phase is extracted with dichloromethane. The organic phase is poured on a phase separator and the solvent is removed under vacuum. The residue is dissolved in ethyl acetate and filtered through a shor... Product: N1=CN(C=2C=NC=CC21)C2=CC(=C(S2)C(=O)OC)OCC2=C(C=CC=C2)OC(F)(F)F (Methyl 5-(3H-imidazo[4,5-c]pyridin-3-yl)-3-{[2-(trifluoromethoxy)benzyl]oxy}thiophene-2-carboxylate). Conditions: time 14 hour. The reactants are O=C(n1ccnc1)n1ccnc1, C1CCOC1, COC(=O)C1CCC(C(=O)O)CC1, CCOC(C)=O. As a reaction SMILES: [C:14]([n:15]1[cH:16][cH:17][n:18][cH:19]1)([n:20]1[cH:21][cH:22][n:23][cH:24]1)=[O:25].[CH2:32]1[O:33][CH2:34][CH2:35][CH2:36]1.[CH3:1][O:2][C:3](=[O:4])[CH:5]1[CH2:6][CH2:7][CH:8]([C:11](=[O:12])[OH:13])[CH2:9][CH2:10]1.[CH3:26][CH2:27][O:28][C:29]([CH3:30])=[O:31]>>[CH3:1][O:2][C:3](=[O:4])[CH:5]1[CH2:6][CH2:7][CH:8]([C:11](=[O:13])[CH2:30][C:29]([O:28][CH2:27][CH3:26])=[O:31])[CH2:9][CH2:10]1. Product: CCOC(=O)CC(=O)C1CCC(C(=O)OC)CC1. Reaction SMILES: [CH3:18][CH2:19][OH:20].[ClH:22].[NH2:13][NH:14][C:15](=[S:16])[NH2:17].[O:1]1[CH:2]([c:6]2[n:7][cH:8][cH:9][cH:10][c:11]2[NH2:12])[O:5][CH2:4][CH2:3]1.[OH2:21]>>[CH:2]([c:6]1[n:7][cH:8][cH:9][cH:10][c:11]1[NH2:12])=[N:13][NH:14][C:15](=[S:16])[NH2:17]. Starting materials: CCO, Cl, NNC(N)=S, Nc1cccnc1C1OCCO1, O. Product: NC(=S)NN=Cc1ncccc1N. Reactants: BrC1=CC=2N(C=C1)C(=CN2)C(=O)NC=2C=C(C(=O)O)C=CC2F (3-(7-Bromoimidazo[1,2-a]pyridine-3-carboxamido)-4-fluorobenzoic acid), BrC1=CC=2N(C=C1)C(=CN2)C(=O)NC=2C=C(C(=O)O)C=CC2F (3-(7-Bromoimidazo[1,2-a]pyridine-3-carboxamido)-4-fluorobenzoic acid), NC=1C(=NC=C(C(=O)OC)C1)C (Methyl 5-amino-6-methylnicotinate). Yields the product BrC1=CC=2N(C=C1)C(=CN2)C(=O)NC=2C(=NC=C(C(=O)OC)C2)C (Methyl 5-(7-bromoimidazo[1,2-a]pyridine-3-carboxamido)-6-methylnicotinate). As a reaction SMILES: [Br:1][C:2]1[CH:7]=[CH:6][N:5]2[C:8]([C:11](NC3C=C(C=CC=3F)C(O)=O)=[O:12])=[CH:9][N:10]=[C:4]2[CH:3]=1.[NH2:24][C:25]1[C:26]([CH3:35])=[N:27][CH:28]=[C:29]([CH:34]=1)[C:30]([O:32][CH3:33])=[O:31]>>[Br:1][C:2]1[CH:7]=[CH:6][N:5]2[C:8]([C:11]([NH:24][C:25]3[C:26]([CH3:35])=[N:27][CH:28]=[C:29]([CH:34]=3)[C:30]([O:32][CH3:33])=[O:31])=[O:12])=[CH:9][N:10]=[C:4]2[CH:3]=1. Reported procedure: The title compound was prepared from 7-bromoimidazo[1,2-a]pyridine-3-carboxylic acid (Intermediate 1A, step 3) and methyl 5-amino-6-methylnicotinate (step 2) analogously to Intermediate 1A; The reactants are [O-]S(=O)[O-].[Na+].[Na+] (Na2SO3), ClCCC=1C=NC=CC1 (3-(2-chloroethyl)pyridine). Run in O (water). Yields the product S(=O)(=O)(O)CCC=1C=NC=CC1 (3-(2-Sulfoethyl)pyridine). RXN SMILES: [O-:1][S:2]([O-:4])=[O:3].[Na+].[Na+].Cl[CH2:8][CH2:9][C:10]1[CH:11]=[N:12][CH:13]=[CH:14][CH:15]=1>O>[S:2]([CH2:8][CH2:9][C:10]1[CH:11]=[N:12][CH:13]=[CH:14][CH:15]=1)([OH:4])(=[O:1])=[O:3] |f:0.1.2|. Reported procedure: A mixture of Na2SO3 (2.7 g., 21 m.moles) and (3-(2-chloroethyl)pyridine (1.2 g., 8.5 m.moles) in water (10 ml.) was heated under reflux overnight with stirring and column chromatographed on IR-120 resin (H+, 100 ml.) by eluting with water. The eluate containing the desired product was collected and concentrated to give colorless plates (1.1 g., 69%), melting at 275°-278° C. Starting materials: C(\C=C\C(=O)O)(=O)O.FC=1C=C2C(=CNC2=CC1)[C@@H]1C[C@@H](CC1)NC[C@H]1COC=2C(=C3C=CC(=NC3=CC2)C)O1 (N-[(1R*,3S*)-3-(5-fluoro-1H-indol-3-yl)cyclopentyl]-N-{[(2S)-8-methyl-2,3-dihydro[1,4]dioxino[2,3-f]quinolin-2-yl]methyl}amine fumarate), C=O (formaldehyde), C(C)(=O)O[BH-](OC(C)=O)OC(C)=O.[Na+] (sodium triacetoxyborohydride). Run in O1CCCC1.CO (tetrahydrofuran methanol). Reaction conditions: time 8 hour. Product: FC=1C=C2C(=CNC2=CC1)[C@@H]1C[C@@H](CC1)N(C[C@H]1COC=2C(=C3C=CC(=NC3=CC2)C)O1)C (N-[(1R*,3S*)-3-(5-fluoro-1H-indol-3-yl)cyclopentyl]-N-methyl-N-{[(2S)-8-methyl-2,3-dihydro[1,4]dioxino[2,3-f]quinolin-2-yl]methyl}amine). Yield: 70.7%. Reaction SMILES: [C:1](O)(=O)/C=C/C(O)=O.[F:9][C:10]1[CH:11]=[C:12]2[C:16](=[CH:17][CH:18]=1)[NH:15][CH:14]=[C:13]2[C@H:19]1[CH2:23][CH2:22][C@@H:21]([NH:24][CH2:25][C@@H:26]2[O:40][C:30]3=[C:31]4[C:36](=[CH:37][CH:38]=[C:29]3[O:28][CH2:27]2)[N:35]=[C:34]([CH3:39])[CH:33]=[CH:32]4)[CH2:20]1.C=O.C(O[BH-](OC(=O)C)OC(=O)C)(=O)C.[Na+]>O1CCCC1.CO>[F:9][C:10]1[CH:11]=[C:12]2[C:16](=[CH:17][CH:18]=1)[NH:15][CH:14]=[C:13]2[C@H:19]1[CH2:23][CH2:22][C@@H:21]([N:24]([CH3:1])[CH2:25][C@@H:26]2[O:40][C:30]3=[C:31]4[C:36](=[CH:37][CH:38]=[C:29]3[O:28][CH2:27]2)[N:35]=[C:34]([CH3:39])[CH:33]=[CH:32]4)[CH2:20]1 |f:0.1,3.4,5.6|. Procedure details: To a mixture of N-[(1R*,3S*)-3-(5-fluoro-1H-indol-3-yl)cyclopentyl]-N-{[(2S)-8-methyl-2,3-dihydro[1,4]dioxino[2,3-f]quinolin-2-yl]methyl}amine fumarate (200 mg, 0.365 mmol) and formaldehyde (37%, 50 μL, 0.67 mmol) in 2:1 tetrahydrofuran/methanol (3 mL) was added sodium triacetoxyborohydride (155 mg, 0.73 mmol). The reaction was allowed to stir at ambient temperature overnight, then was quenched with saturated aqueous sodium bicarbonate (20 mL) and extracted with ethyl acetate (3×20 mL). The comb... Starting materials: CC(C)(C)OC(=O)n1ccc2cc(CO)ccc21, ClCCl. RXN SMILES: [C:1]([CH3:2])([CH3:3])([CH3:4])[O:5][C:6](=[O:7])[n:8]1[cH:9][cH:10][c:11]2[cH:12][c:13]([CH2:17][OH:18])[cH:14][cH:15][c:16]12.[CH2:19]([Cl:20])[Cl:21]>>[C:1]([CH3:2])([CH3:3])([CH3:4])[O:5][C:6](=[O:7])[n:8]1[cH:9][cH:10][c:11]2[cH:12][c:13]([CH:17]=[O:18])[cH:14][cH:15][c:16]12. Product: CC(C)(C)OC(=O)n1ccc2cc(C=O)ccc21. The reactants are ClCC(=O)N1CCN(CC1)C[C@]1(CN2C(O1)=NC(=C2)[N+](=O)[O-])C ((S)-2-chloro-1-[4-(2-methyl-6-nitro-2,3-dihydroimidazo[2,1-b]oxazol-2-ylmethyl)piperazin-1-yl]ethanone), ClC1=CC=C(C=C1)S (4-chlorothiophenol). Yields the product ClC1=CC=C(C=C1)SCC(=O)N1CCN(CC1)C[C@]1(CN2C(O1)=NC(=C2)[N+](=O)[O-])C ((S)-2-(4-chlorophenylsulfanyl)-1-[4-(2-methyl-6-nitro-2,3-dihydroimidazo[2,1-b]oxazol-2-ylmethyl)piperazin-1-yl]ethanone). Isolated yield 20.3%. Reaction SMILES: Cl[CH2:2][C:3]([N:5]1[CH2:10][CH2:9][N:8]([CH2:11][C@:12]2([CH3:23])[O:16][C:15]3=[N:17][C:18]([N+:20]([O-:22])=[O:21])=[CH:19][N:14]3[CH2:13]2)[CH2:7][CH2:6]1)=[O:4].[Cl:24][C:25]1[CH:30]=[CH:29][C:28]([SH:31])=[CH:27][CH:26]=1>>[Cl:24][C:25]1[CH:30]=[CH:29][C:28]([S:31][CH2:2][C:3]([N:5]2[CH2:10][CH2:9][N:8]([CH2:11][C@:12]3([CH3:23])[O:16][C:15]4=[N:17][C:18]([N+:20]([O-:22])=[O:21])=[CH:19][N:14]4[CH2:13]3)[CH2:7][CH2:6]2)=[O:4])=[CH:27][CH:26]=1. Reported procedure: Using a mixture of (S)-2-chloro-1-[4-(2-methyl-6-nitro-2,3-dihydroimidazo[2,1-b]oxazol-2-ylmethyl)piperazin-1-yl]ethanone prepared in Example 420 (300 mg, 0.87 mmol) and 4-chlorothiophenol (190 mg, 1.32 mmol) gave (S)-2-(4-chlorophenylsulfanyl)-1-[4-(2-methyl-6-nitro-2,3-dihydroimidazo[2,1-b]oxazol-2-ylmethyl)piperazin-1-yl]ethanone (80 mg, yield 20%) as a white powder in the same manner as in Example 421. Starting materials: N1N=CC=C1 (pyrazole), ClC=1N=C(C2=C(N1)SC(=C2)C(F)(F)F)NCCC2=CC1=C(C=C2)OCO1 (2-chloro-6-trifluoromethyl-4-(3,4-methylenedioxyphenethylamino)-thieno-[2,3-d]-pyrimidine). The product is N1(N=CC=C1)C=1N=C(C2=C(N1)SC(=C2)C(F)(F)F)NCCC2=CC1=C(C=C2)OCO1 (2-(pyrazol-1-yl)-6-trifluoromethyl-4-(3,4-methylenedioxyphenethylamino)-thieno-[2,3-d]-pyrimidine). As a reaction SMILES: [NH:1]1[CH:5]=[CH:4][CH:3]=[N:2]1.Cl[C:7]1[N:8]=[C:9]([NH:20][CH2:21][CH2:22][C:23]2[CH:28]=[CH:27][C:26]3[O:29][CH2:30][O:31][C:25]=3[CH:24]=2)[C:10]2[CH:15]=[C:14]([C:16]([F:19])([F:18])[F:17])[S:13][C:11]=2[N:12]=1>>[N:1]1([C:7]2[N:8]=[C:9]([NH:20][CH2:21][CH2:22][C:23]3[CH:28]=[CH:27][C:26]4[O:29][CH2:30][O:31][C:25]=4[CH:24]=3)[C:10]3[CH:15]=[C:14]([C:16]([F:17])([F:19])[F:18])[S:13][C:11]=3[N:12]=2)[CH:5]=[CH:4][CH:3]=[N:2]1. Procedure details: Following the procedure of Example 97, the reaction of pyrazole with 2-chloro-6-trifluoromethyl-4-(3,4-methylenedioxyphenethylamino)-thieno-[2,3-d]-pyrimidine gives 2-(pyrazol-1-yl)-6-trifluoromethyl-4-(3,4-methylenedioxyphenethylamino)-thieno-[2,3-d]-pyrimidine.